This data is from the Open Reaction Database (ORD), a public repository of structured organic reaction records. The task is: describe an organic reaction: reactants, conditions, products, and yield The reactants are FC(CC(CCCCCCCC(=O)OC)I)(C(F)(F)F)F (Methyl 11,11,12,12,12-pentafluoro-9-iodododecanoate). Reagents/catalysts: [Zn] (zinc). Solvent: C(C)(=O)O (acetic acid). Run at temperature 20 celsius, time 17 hour. Product: FC(CCCCCCCCCC(=O)OC)(C(F)(F)F)F (Methyl 11,11,12,12,12-pentafluorododecanoate). Isolated yield 93.9%. Reaction SMILES: [F:1][C:2]([F:21])([C:17]([F:20])([F:19])[F:18])[CH2:3][CH:4](I)[CH2:5][CH2:6][CH2:7][CH2:8][CH2:9][CH2:10][CH2:11][C:12]([O:14][CH3:15])=[O:13]>C(O)(=O)C.[Zn]>[F:1][C:2]([F:21])([C:17]([F:18])([F:19])[F:20])[CH2:3][CH2:4][CH2:5][CH2:6][CH2:7][CH2:8][CH2:9][CH2:10][CH2:11][C:12]([O:14][CH3:15])=[O:13]. Procedure details: To a stirred solution of the product from step (b) (2.5 g) in acetic acid (15 ml) was added zinc dust (0.75 g) and the reaction stirred at 20° C. for 17 hours. The reaction mixture was then filtered through a celite pad. The solvent was removed from the filtrate in vacuo to leave a dark orange residue that was partitioned between ethyl acetate (20 ml) and water (20 ml). The ethyl acetate layer was washed with saturated sodium bicarbonate solution (10 ml), dried and the solvent was removed in vac... The reactants are ClCC(=C)C (3-Chloro-2-methylpropene), CC1=CC=C(C=C1)S(=O)(=O)NCC=C (4-methyl-N-(prop-2-en-1-yl)benzene-1-sulphonamide), C([O-])([O-])=O.[K+].[K+] (potassium carbonate). Solvent: CN(C=O)C (N,N-dimethylformamide). Conditions: time 20 minute. The product is CC1=CC=C(C=C1)S(=O)(=O)N(CC=C)CC(=C)C (4-Methyl-N-(2-methylprop-2-en-1-yl)-N-(prop-2-en-1-yl)benzene-1-sulphonamide). Reaction SMILES: Cl[CH2:2][C:3]([CH3:5])=[CH2:4].[CH3:6][C:7]1[CH:12]=[CH:11][C:10]([S:13]([NH:16][CH2:17][CH:18]=[CH2:19])(=[O:15])=[O:14])=[CH:9][CH:8]=1.C(=O)([O-])[O-].[K+].[K+]>CN(C)C=O>[CH3:6][C:7]1[CH:12]=[CH:11][C:10]([S:13]([N:16]([CH2:4][C:3]([CH3:5])=[CH2:2])[CH2:17][CH:18]=[CH2:19])(=[O:15])=[O:14])=[CH:9][CH:8]=1 |f:2.3.4|. Procedure details: 3-Chloro-2-methylpropene (20 mL, 0.20 mol) is added over a period of 5 minutes to a suspension of 4-methyl-N-(prop-2-en-1-yl)benzene-1-sulphonamide (27.9 g, 0.13 mol) and potassium carbonate (28.1 g, 0.20 mol) in N,N-dimethylformamide (200 mL) cooled in an ice bath. After 20 minutes, the suspension is stirred at ambient temperature for 18 hours. The suspension is concentrated to dryness. The residue is taken up in ethyl acetate (250 mL) and water (110 mL). The aqueous phase is extracted with eth...